From a dataset of the Open Reaction Database (ORD), a public repository of structured organic reaction records. describe an organic reaction: reactants, conditions, products, and yield Reactants: NH4Cl Ice, O1C=NC(=C1)NC(OCC1=C(C=C(C=C1)OC)OC)=O (2,4-dimethoxybenzyl oxazol-4-ylcarbamate), COC1=C(C=CC(=C1)C(F)(F)F)C1=NC=CC2=CC(=CC=C12)S(=O)(=O)OC1=C(C(=C(C(=C1F)F)F)F)F (perfluorophenyl 1-(2-methoxy-4-(trifluoromethyl)phenyl)isoquinoline-6-sulfonate), C([O-])([O-])=O.[Cs+].[Cs+] (cesium carbonate). Run in CS(=O)C (DMSO), CCOC(=O)C (AcOEt). Conditions: time 10 hour. Yields the product COC1=C(C=CC(=C1)C(F)(F)F)C1=NC=CC2=CC(=CC=C12)S(=O)(=O)NC=1N=COC1 (1-(2-methoxy-4-(trifluoromethyl)phenyl)-N-(oxazol-4-yl)isoquinoline-6-sulfonamide). Isolated yield 9.2%. As a reaction SMILES: [O:1]1[CH:5]=[C:4]([NH:6]C(=O)OCC2C=CC(OC)=CC=2OC)[N:3]=[CH:2]1.[CH3:21][O:22][C:23]1[CH:28]=[C:27]([C:29]([F:32])([F:31])[F:30])[CH:26]=[CH:25][C:24]=1[C:33]1[C:42]2[C:37](=[CH:38][C:39]([S:43](OC3C(F)=C(F)C(F)=C(F)C=3F)(=[O:45])=[O:44])=[CH:40][CH:41]=2)[CH:36]=[CH:35][N:34]=1.C(=O)([O-])[O-].[Cs+].[Cs+]>CS(C)=O.CCOC(C)=O>[CH3:21][O:22][C:23]1[CH:28]=[C:27]([C:29]([F:32])([F:31])[F:30])[CH:26]=[CH:25][C:24]=1[C:33]1[C:42]2[C:37](=[CH:38][C:39]([S:43]([NH:6][C:4]3[N:3]=[CH:2][O:1][CH:5]=3)(=[O:44])=[O:45])=[CH:40][CH:41]=2)[CH:36]=[CH:35][N:34]=1 |f:2.3.4|. Procedure details: In a 5-mL round bottom flask under N2 were dissolved 2,4-dimethoxybenzyl oxazol-4-ylcarbamate (100 mg, 0.359 mmol), perfluorophenyl 1-(2-methoxy-4-(trifluoromethyl)phenyl)isoquinoline-6-sulfonate (182 mg, 0.395 mmol) (Intermediate LLL) and cesium carbonate (351 mg, 1.078 mmol) in 1 mL of DMSO, and then the mixture was stirred at rt for 10 h. The reaction mixture was diluted with AcOEt then neutralized with NH4Cl/Ice. The aqueous phase was extracted 3× with AcOEt then the organic layers were drie... The reactants are CCO, NN, O, Cc1cc(NC(=O)Oc2ccccc2)on1. Product: Cc1cc(NC(=O)NN)on1. RXN SMILES: [CH3:20][CH2:21][OH:22].[NH2:2][NH2:3].[OH2:1].[c:4]1([O:10][C:11](=[O:5])[NH:12][c:13]2[cH:14][c:15]([CH3:18])[n:16][o:17]2)[cH:6][cH:7][cH:8][cH:9][cH:19]1>>[NH:2]([NH2:3])[C:11](=[O:10])[NH:12][c:13]1[cH:14][c:15]([CH3:18])[n:16][o:17]1. Reactants: O=C1CC(CC1)C(=O)O (3-oxocyclopentane-1-carboxylic acid), C([O-])([O-])=O.[K+].[K+] (potassium carbonate), IC (iodomethane). Solvent: CC(=O)C (Acetone). Run at temperature 0 celsius. Yields the product O=C1CC(CC1)C(=O)OC (Methyl 3-oxocyclopentane-1-carboxylate). As a reaction SMILES: [O:1]=[C:2]1[CH2:6][CH2:5][CH:4]([C:7]([OH:9])=[O:8])[CH2:3]1.[C:10](=O)([O-])[O-].[K+].[K+].IC>CC(C)=O>[O:1]=[C:2]1[CH2:6][CH2:5][CH:4]([C:7]([O:9][CH3:10])=[O:8])[CH2:3]1 |f:1.2.3|. Reported procedure: Into a 100-mL 3-necked round-bottom flask purged and maintained with an inert atmosphere of nitrogen, was placed 3-oxocyclopentane-1-carboxylic acid (1.0 g, 7.80 mmol, 1.00 equiv), potassium carbonate (1.62 g, 11.72 mmol, 1.50 equiv), Acetone (20 mL). This was followed by the addition of iodomethane (11.1 g, 78.20 mmol, 10.02 equiv) dropwise with stirring at 0° C. The resulting solution was stirred overnight at 60° C. in an oil bath. The reaction progress was monitored by GCMS. The solids were c...